This data is from the Open Reaction Database (ORD), a public repository of structured organic reaction records. The task is: describe an organic reaction: reactants, conditions, products, and yield Starting materials: NNC(=S)NN (thiocarbohydrazide), Cl (hydrochloric acid), O (water), ClCC(C(=O)C#N)(C)C (chloropivaloyl cyanide), solution, Br (hydrogen bromide), C(C)(=O)O (acetic acid). The product is NN1C(=NN(C(C1=O)Cl)C(C)(C)C)S (4-amino-6 -chloro-tert.-butyl-3-mercapto-1,2,4-triazin-5-one). The yield is 80.4%. Reaction SMILES: ClC[C:3]([CH3:9])([CH3:8])[C:4](C#N)=O.Br.O.[NH2:12][NH:13][C:14]([NH:16][NH2:17])=[S:15].[ClH:18].[C:19]([OH:22])(=O)[CH3:20]>>[NH2:12][N:13]1[C:19](=[O:22])[CH:20]([Cl:18])[N:17]([C:3]([CH3:4])([CH3:8])[CH3:9])[N:16]=[C:14]1[SH:15]. Reported procedure: 2.31 kg (15.88 moles) of chloropivaloyl cyanide were added to 9 liters of a solution of hydrogen bromide in glacial acetic acid (33% strength) at room temperature, while stirring. The mixture was subsequently stirred at room temperature for 4 hours. 288 ml (15.88 moles) of water were then added at 7° to 10° C. (exothermic reaction, about 37° C.) and the mixture was subsequently stirred at room temperature for 3 hours. Thereafter, the reaction solution was introduced into a mixture of 2.03 kg of ... The reactants are COC1=C(C#N)C(=CC(=C1)N1CCOCC1)C (2-methoxy-6-methyl-4-morpholin-4-yl-benzonitrile), C([O-])([O-])=O.[K+].[K+] (potassium carbonate), C(C)S (ethanethiol), Cl (hydrochloric acid). Solvent: CN(C=O)C (dimethylformamide), O (water). Conditions: temperature 90 celsius. Yields the product OC1=C(C#N)C(=CC(=C1)N1CCOCC1)C (2-hydroxy-6-methyl-4-morpholin-4-yl-benzonitrile). Isolated yield 48.5%. As a reaction SMILES: C[O:2][C:3]1[CH:10]=[C:9]([N:11]2[CH2:16][CH2:15][O:14][CH2:13][CH2:12]2)[CH:8]=[C:7]([CH3:17])[C:4]=1[C:5]#[N:6].C(=O)([O-])[O-].[K+].[K+].C(S)C.Cl>CN(C)C=O.O>[OH:2][C:3]1[CH:10]=[C:9]([N:11]2[CH2:12][CH2:13][O:14][CH2:15][CH2:16]2)[CH:8]=[C:7]([CH3:17])[C:4]=1[C:5]#[N:6] |f:1.2.3|. Procedure: To a solution of 2-methoxy-6-methyl-4-morpholin-4-yl-benzonitrile (0.9 g, 3.88 mmol) in dimethylformamide (15 ml) are added potassium carbonate (2.1 g, 15.5 mmol) and ethanethiol (2.3 ml, 31.0 mmol) and the resulting mixture is heated at 90° C. for 16 h. The reaction mixture is poured onto cold water (50 ml), acidified with 2M hydrochloric acid to pH 3 and extracted with ethyl acetate (3×30 ml). The combined organic layers are washed with brine (30 ml), dried over sodium sulfate and evaporated t... The reactants are C(C)(C)(C)OC(=O)NCCC(=O)O (N-t-Butyloxycarbonyl-β-alanine), C(C1=CC=CC=C1)O (benzyl alcohol), N,N-dicyclohexylcarbodiimide, N,N-dimethylaminopyridine. Run in C(Cl)Cl (methylene chloride). Run at time 54 hour. Yields the product C(C)(C)(C)OC(=O)NCCC(=O)OCC1=CC=CC=C1 (benzyl N-t-butyloxycarbonyl-β-alaninate). The yield is 82.1%. RXN SMILES: [C:1]([O:5][C:6]([NH:8][CH2:9][CH2:10][C:11]([OH:13])=[O:12])=[O:7])([CH3:4])([CH3:3])[CH3:2].[CH2:14](O)[C:15]1[CH:20]=[CH:19][CH:18]=[CH:17][CH:16]=1>C(Cl)Cl>[C:1]([O:5][C:6]([NH:8][CH2:9][CH2:10][C:11]([O:13][CH2:14][C:15]1[CH:20]=[CH:19][CH:18]=[CH:17][CH:16]=1)=[O:12])=[O:7])([CH3:4])([CH3:2])[CH3:3]. Procedure details: N-t-Butyloxycarbonyl-β-alanine (2.0 g, 10.6 mmol) in methylene chloride (50 mL) was treated with benzyl alcohol (1.66 mL, 26.0 mmol), N,N-dicyclohexylcarbodiimide (2.39 g, 11.6 mmol) and N,N-dimethylaminopyridine (1.42 g, 11.6 mmol) and the subsequent reaction mixture was stirred at room temperature for 54 h. The reaction mixture was filtered and evaporated at reduced pressure. The residue was purified using flash chromatography (silica gel, 50% ethyl acetate/hexane) to yield the title compound ... The reactants are C(#N)CC1=C(NC2=NC=CC=C21)C2=CC=CC=C2 (3-(Cyanomethyl)-2-phenylpyrrolo[2,3-b]pyridine), C(C(=O)C1=CC=CC=C1)Br (phenacyl bromide). Run in C(C)#N (acetonitrile). Product: Br.C(#N)CC1=C(N=C2N(C=CC=C21)CC(=O)C2=CC=CC=C2)C2=CC=CC=C2 (3-(cyanomethyl)-7-phenacyl-2-phenylpyrrolo[2,3-b]pyridine hydrobromide). The yield is 70.9%. As a reaction SMILES: [C:1]([CH2:3][C:4]1[C:12]2[C:7](=[N:8][CH:9]=[CH:10][CH:11]=2)[NH:6][C:5]=1[C:13]1[CH:18]=[CH:17][CH:16]=[CH:15][CH:14]=1)#[N:2].[CH2:19]([Br:28])[C:20]([C:22]1[CH:27]=[CH:26][CH:25]=[CH:24][CH:23]=1)=[O:21]>C(#N)C>[BrH:28].[C:1]([CH2:3][C:4]1[C:12]2[C:7]([N:8]([CH2:19][C:20]([C:22]3[CH:27]=[CH:26][CH:25]=[CH:24][CH:23]=3)=[O:21])[CH:9]=[CH:10][CH:11]=2)=[N:6][C:5]=1[C:13]1[CH:18]=[CH:17][CH:16]=[CH:15][CH:14]=1)#[N:2] |f:3.4|. Reported procedure: 3-(Cyanomethyl)-2-phenylpyrrolo[2,3-b]pyridine (0.35 g, 1.5 mmol) and phenacyl bromide (0.36 g) in acetonitrile (5 ml) was refluxed for 18 h. The resulting solid product was isolated by filtration and washed with diethyl ether to give pure 3-(cyanomethyl)-7-phenacyl-2-phenylpyrrolo[2,3-b]pyridine hydrobromide (0.46 g, 70%). Reactants: S(=O)(Cl)Cl (Thionyl chloride), OCC1=NC=CC(=C1C)SCCN1CCCCC1 (2-hydroxymethyl-3-methyl-4-(2-piperidinoethylthio)pyridine), S(=O)(Cl)Cl (thionyl chloride). Conditions: time 3 hour. Yields the product ClCC1=NC=CC(=C1C)SCCN1CCCCC1 (2-chloromethyl-3-methyl-4-(2-piperidinoethylthio)pyridine). Reaction SMILES: S(Cl)([Cl:3])=O.O[CH2:6][C:7]1[C:12]([CH3:13])=[C:11]([S:14][CH2:15][CH2:16][N:17]2[CH2:22][CH2:21][CH2:20][CH2:19][CH2:18]2)[CH:10]=[CH:9][N:8]=1>>[Cl:3][CH2:6][C:7]1[C:12]([CH3:13])=[C:11]([S:14][CH2:15][CH2:16][N:17]2[CH2:22][CH2:21][CH2:20][CH2:19][CH2:18]2)[CH:10]=[CH:9][N:8]=1. Reported procedure: Thionyl chloride (15 ml) was dropwise added to 2-hydroxymethyl-3-methyl-4-(2-piperidinoethylthio)pyridine (2.5 g) under ice-cooling and the mixture was stirred at room temperature for 3 hours. After the completion of the reaction, thionyl chloride was distilled away. The residue was alkali-oversaturated with potassium carbonate and extracted with chloroform. The chloroform layer was dried over anhydrous magnesium sulfate and the solvent was distilled away to give 2.0 g of 2-chloromethyl-3-methyl...